From a dataset of the Open Reaction Database (ORD), a public repository of structured organic reaction records. describe an organic reaction: reactants, conditions, products, and yield The reactants are C1CCCCC1 (cyclohexane), C=CC1=CC=CC=C1 (styrene), C(C)(CC)[Li] (sec-butyl lithium), C=CC=C (butadiene), C=CC1=CC=CC=C1 (styrene). Run in O1CCCC1 (tetrahydrofuran), CO (methanol). Product: C=CC1=CC=CC=C1.C=CC=C.C=CC1=CC=CC=C1 (styrene-butadiene-styrene). As a reaction SMILES: [CH2:1]1[CH2:6]CC[CH2:3][CH2:2]1.[CH2:7]=[CH:8][C:9]1[CH:14]=[CH:13][CH:12]=[CH:11][CH:10]=1.C([Li])(CC)C.C=CC=C>CO.O1CCCC1>[CH2:7]=[CH:8][C:9]1[CH:14]=[CH:13][CH:12]=[CH:11][CH:10]=1.[CH2:6]=[CH:1][CH:2]=[CH2:3].[CH2:7]=[CH:8][C:9]1[CH:14]=[CH:13][CH:12]=[CH:11][CH:10]=1 |f:6.7.8|. Procedure: Into a reaction vessel with a stirrer, 50 kg of cyclohexane, 1,750 g of well dehydrated styrene and 210 g of sec-butyl lithium (10% by weight, cyclohexane solution) were charged to carry out polymerization at 60° C. for 60 minutes. Next, 250 g of tetrahydrofuran was added and 6,500 g of butadiene was also added to carry out polymerization for 60 minutes. Then, 1,750 g of styrene was further added to carry out polymerization for 60 minutes. Thereafter, methanol was added to terminate the reaction... Product: C(C)OC(=O)C=1C=CC=2N(C1)N=C(C2C(C2=CC=C(C=C2)Br)=O)CCCC (ethyl2-butyl3-(4-bromobenzoyl)pyrazolo(1,5-a) pyridine6-carboxylate). Yield: 45.6%. As a reaction SMILES: CC1C=C(C)C=C(C)C=1S([O-])(=O)=O.[NH2:14][N+:15]1[CH:20]=[CH:19][CH:18]=[C:17]([C:21]([O:23][CH2:24][CH3:25])=[O:22])[CH:16]=1.CN(C)C=O.C(=O)([O-])[O-].[K+].[K+].[Br:37][C:38]1[CH:43]=[CH:42][C:41]([C:44](=[O:51])[C:45]#[C:46][CH2:47][CH2:48][CH2:49][CH3:50])=[CH:40][CH:39]=1>O>[CH2:24]([O:23][C:21]([C:17]1[CH:18]=[CH:19][C:20]2[N:15]([N:14]=[C:46]([CH2:47][CH2:48][CH2:49][CH3:50])[C:45]=2[C:44](=[O:51])[C:41]2[CH:42]=[CH:43][C:38]([Br:37])=[CH:39][CH:40]=2)[CH:16]=1)=[O:22])[CH3:25] |f:0.1,3.4.5|. Starting materials: CC1=C(C(=CC(=C1)C)C)S(=O)(=O)[O-].N[N+]1=CC(=CC=C1)C(=O)OCC (ethyl 1-aminopyridinium 3-carboxylate 2,4,6-trimethylbenzenesulphonate), CC1=C(C(=CC(=C1)C)C)S(=O)(=O)[O-].N[N+]1=CC(=CC=C1)C(=O)OCC (ethyl 1-aminopyridinium 3-carboxylate 2,4,6-trimethylbenzenesulphonate), CN(C=O)C (dimethylformamide), C([O-])([O-])=O.[K+].[K+] (potassium carbonate), BrC1=CC=C(C=C1)C(C#CCCCC)=O (1-(4-bromophenyl) 2-heptyn-1-one), CC1=C(C(=CC(=C1)C)C)S(=O)(=O)[O-].N[N+]1=CC(=CC=C1)C(=O)OCC (ethyl 1-aminopyridinium 3-carboxylate 2,4,6-trimethylbenzenesulphonate), C([O-])([O-])=O.[K+].[K+] (potassium carbonate), CC1=C(C(=CC(=C1)C)C)S(=O)(=O)[O-].N[N+]1=CC(=CC=C1)C(=O)OCC (ethyl 1-aminopyridinium 3-carboxylate 2,4,6-trimethylbenzenesulphonate), C([O-])([O-])=O.[K+].[K+] (potassium carbonate). Solvent: O (water). Conditions: time 3 hour. Procedure details: A mixture of 13.8 g of ethyl 1-aminopyridinium 3-carboxylate 2,4,6-trimethylbenzenesulphonate (compound A) (Synthesis 1977, page 1, TAMURA, et al.), 150 ml of dimethylformamide, 5.7 g of potassium carbonate and 10 g of the product of Step A of Example 1 were stirred for 3 hours at room temperature and then 6.9 g of compound A and 2.85 g of potassium carbonate were added. The mixture was stirred for 2 hours. Then 6.9 g of compound A and 2.85 g of potassium carbonate were added and the mixture was... Reactants: C[C@H]1CNS(C1)(=O)=O ((S)-4-methylisothiazolidine 1,1-dioxide), BrC1=CC=C(C=N1)C(=O)N1CCN(CC1)C1=NC=C(C=C1C)C ((6-bromopyridin-3-yl)[4-(3,5-dimethylpyridin-2-yl)piperazin-1-yl]methanone). The product is CC=1C(=NC=C(C1)C)N1CCN(CC1)C(=O)C=1C=NC(=CC1)N1S(C[C@H](C1)C)(=O)=O ((S)-[4-(3,5-dimethylpyridin-2-yl)piperazin-1-yl][6-(4-methyl-1,1-dioxo-1λ6-isothiazolidin-2-yl)pyridin-3-yl]methanone). Yield: 39.6%. Reaction SMILES: [CH3:1][C@@H:2]1[CH2:6][S:5](=[O:8])(=[O:7])[NH:4][CH2:3]1.Br[C:10]1[N:15]=[CH:14][C:13]([C:16]([N:18]2[CH2:23][CH2:22][N:21]([C:24]3[C:29]([CH3:30])=[CH:28][C:27]([CH3:31])=[CH:26][N:25]=3)[CH2:20][CH2:19]2)=[O:17])=[CH:12][CH:11]=1>>[CH3:30][C:29]1[C:24]([N:21]2[CH2:22][CH2:23][N:18]([C:16]([C:13]3[CH:14]=[N:15][C:10]([N:4]4[CH2:3][C@H:2]([CH3:1])[CH2:6][S:5]4(=[O:8])=[O:7])=[CH:11][CH:12]=3)=[O:17])[CH2:19][CH2:20]2)=[N:25][CH:26]=[C:27]([CH3:31])[CH:28]=1. Procedure details: Using (S)-4-methylisothiazolidine 1,1-dioxide (203 mg) described in Preparation Example 4 and (6-bromopyridin-3-yl)[4-(3,5-dimethylpyridin-2-yl)piperazin-1-yl]methanone (375 mg) described in Preparation Example 127 and by the reaction and treatment in the same manner as in Example 1, the title compound (170 mg) was obtained. Reactants: CN(CCCCC1=CC(=C(C(=C1)F)C(C(=O)OCC)C(=O)OCC)F)C (diethyl 2-{4-[4-(dimethylamino)butyl]-2,6-difluorophenyl]malonate), NC1=NNC=N1 (3-amino-1,2,4-triazole), C(CCC)N(CCCC)CCCC (tributylamine). Solvent: hexanes. Run at temperature 160 celsius, time 16 hour. Yields the product CN(CCCCC1=CC(=C(C(=C1)F)C=1C(=NC=2N(C1O)N=CN2)O)F)C (6-{4-[4-(dimethylamino)butyl]-2,6-difluorophenyl}[1,2,4]triazolo[1,5-a]pyrimidine-5,7-diol). Isolated yield 81.0%. Reaction SMILES: [CH3:1][N:2]([CH3:26])[CH2:3][CH2:4][CH2:5][CH2:6][C:7]1[CH:12]=[C:11]([F:13])[C:10]([CH:14]([C:20](OCC)=[O:21])[C:15](OCC)=[O:16])=[C:9]([F:25])[CH:8]=1.[NH2:27][C:28]1[N:32]=[CH:31][NH:30][N:29]=1.C(N(CCCC)CCCC)CCC>>[CH3:1][N:2]([CH3:26])[CH2:3][CH2:4][CH2:5][CH2:6][C:7]1[CH:12]=[C:11]([F:13])[C:10]([C:14]2[C:20]([OH:21])=[N:27][C:28]3[N:29]([N:30]=[CH:31][N:32]=3)[C:15]=2[OH:16])=[C:9]([F:25])[CH:8]=1. Procedure: A mixture of diethyl 2-{4-[4-(dimethylamino)butyl]-2,6-difluorophenyl]malonate (1.0 g, 2.7 mmol), 3-amino-1,2,4-triazole (250 mg, 3.0 mmol), and tributylamine (0.71 mL, 3.0 mmol) is stirred under nitrogen atmosphere at 160° C. for 16 h and cooled to room temperature. The mixture is stirred with 20 ml of hexanes. The precipitates are collected by filtration, washed with hexanes to give 6-{4-[4-(dimethylamino)butyl]-2,6-difluorophenyl}[1,2,4]triazolo[1,5-a]pyrimidine-5,7-diol as a white solid (795... Starting materials: CC(C)Br, CN(C)C=O, CCOC(=O)c1c(-c2ccc(OC)c(OC)c2)c2cc(OC)c(OC)cc2[nH]c1=O, [H-], [Na+], O. Yields the product CCOC(=O)c1c(OC(C)C)nc2cc(OC)c(OC)cc2c1-c1ccc(OC)c(OC)c1. As a reaction SMILES: [Br:33][CH:34]([CH3:35])[CH3:36].[CH3:38][N:39]([CH3:40])[CH:41]=[O:42].[CH3:3][O:4][c:5]1[cH:6][c:7]2[c:8](-[c:23]3[cH:24][c:25]([O:31][CH3:32])[c:26]([O:29][CH3:30])[cH:27][cH:28]3)[c:9]([C:18](=[O:19])[O:20][CH2:21][CH3:22])[c:10](=[O:17])[nH:11][c:12]2[cH:13][c:14]1[O:15][CH3:16].[H-:1].[Na+:2].[OH2:37]>>[CH3:3][O:4][c:5]1[cH:6][c:7]2[c:8](-[c:23]3[cH:24][c:25]([O:31][CH3:32])[c:26]([O:29][CH3:30])[cH:27][cH:28]3)[c:9]([C:18](=[O:19])[O:20][CH2:21][CH3:22])[c:10]([O:17][CH:34]([CH3:35])[CH3:36])[n:11][c:12]2[cH:13][c:14]1[O:15][CH3:16].